From a dataset of the Open Reaction Database (ORD), a public repository of structured organic reaction records. describe an organic reaction: reactants, conditions, products, and yield Reactants: CC(=O)O, Cc1ccccc1, CCOC(=O)C1=C(NC(C)c2ccccc2)CN(C(=O)OC(C)(C)C)CC1. The product is CCOC(=O)C1CCN(C(=O)OC(C)(C)C)CC1NC(C)c1ccccc1. RXN SMILES: [CH3:28][C:29](=[O:30])[OH:31].[CH3:32][c:33]1[cH:34][cH:35][cH:36][cH:37][cH:38]1.[c:1]1([CH:7]([CH3:8])[NH:9][C:10]2=[C:11]([C:23](=[O:24])[O:25][CH2:26][CH3:27])[CH2:12][CH2:13][N:14]([C:16](=[O:17])[O:18][C:19]([CH3:20])([CH3:21])[CH3:22])[CH2:15]2)[cH:2][cH:3][cH:4][cH:5][cH:6]1>>[c:1]1([CH:7]([CH3:8])[NH:9][CH:10]2[CH:11]([C:23](=[O:24])[O:25][CH2:26][CH3:27])[CH2:12][CH2:13][N:14]([C:16](=[O:17])[O:18][C:19]([CH3:20])([CH3:21])[CH3:22])[CH2:15]2)[cH:2][cH:3][cH:4][cH:5][cH:6]1. Reactants: CC1CNCCN1, Cc1c(Cl)nnc(Cl)c1C, [K+], [K+], O=C([O-])[O-], CN(C)C=O. Yields the product Cc1c(Cl)nnc(N2CCNC(C)C2)c1C. As a reaction SMILES: [CH3:7][CH:8]1[NH:9][CH2:10][CH2:11][NH:12][CH2:13]1.[Cl:14][c:15]1[n:16][n:17][c:18]([Cl:23])[c:19]([CH3:22])[c:20]1[CH3:21].[K+:1].[K+:2].[O-:3][C:4]([O-:5])=[O:6].[O:24]=[CH:25][N:26]([CH3:27])[CH3:28]>>[CH3:7][CH:8]1[NH:9][CH2:10][CH2:11][N:12]([c:18]2[n:17][n:16][c:15]([Cl:14])[c:20]([CH3:21])[c:19]2[CH3:22])[CH2:13]1. The reactants are ice water, N1C=C(C=C1)C(=O)OCC (ethyl 1H-pyrrole-3-carboxylate), [Cl-].[Al+3].[Cl-].[Cl-] (aluminum(III) chloride), BrC1CCCCC1 (bromocyclohexane). The solvent is C(=S)=S (carbon disulfide). Conditions: temperature 50 celsius. Yields the product C1(CCCCC1)C1=CC(=CN1)C(=O)OCC (Ethyl 5-cyclohexyl-1H-pyrrole-3-carboxylate). Yield: 16.0%. As a reaction SMILES: [NH:1]1[CH:5]=[CH:4][C:3]([C:6]([O:8][CH2:9][CH3:10])=[O:7])=[CH:2]1.[Cl-].[Al+3].[Cl-].[Cl-].Br[CH:16]1[CH2:21][CH2:20][CH2:19][CH2:18][CH2:17]1>C(=S)=S>[CH:16]1([C:5]2[NH:1][CH:2]=[C:3]([C:6]([O:8][CH2:9][CH3:10])=[O:7])[CH:4]=2)[CH2:21][CH2:20][CH2:19][CH2:18][CH2:17]1 |f:1.2.3.4|. Procedure details: Under an argon atmosphere, to a solution of ethyl 1H-pyrrole-3-carboxylate (2.09 g) and aluminum(III) chloride (4.0 g) in carbon disulfide (30 mL) was added bromocyclohexane (1.84 mL) under ice-cooling with stirring, and the mixture was stirred at room temperature for 30 min. The mixture was heated to 50° C., and stirred for 2 hr. The reaction product was cooled to room temperature, poured into ice water, and the mixture was extracted with ethyl acetate. The extract was washed with saturated bri... The reactants are CSC(=NC#N)NC1CCCc2ccccc21, CCCN, CC#N. Yields the product CCCNC(=NC#N)NC1CCCc2ccccc21. Reaction SMILES: [C:1](#[N:2])[N:3]=[C:4]([NH:5][CH:6]1[CH2:7][CH2:8][CH2:9][c:10]2[cH:11][cH:12][cH:13][cH:14][c:15]21)[S:16][CH3:17].[CH2:18]([CH2:19][CH3:20])[NH2:21].[CH3:22][C:23]#[N:24]>>[C:1](#[N:2])[N:3]=[C:4]([NH:5][CH:6]1[CH2:7][CH2:8][CH2:9][c:10]2[cH:11][cH:12][cH:13][cH:14][c:15]21)[NH:21][CH2:18][CH2:19][CH3:20]. Reactants: CC(C)Cn1c(=O)n(C)c(=O)c2c(-c3cccc(C(=O)O)c3)n(Cc3cccc4ccccc34)nc21, N, O. Yields the product CC(C)Cn1c(=O)n(C)c(=O)c2c(-c3cccc(C(N)=O)c3)n(Cc3cccc4ccccc34)nc21. RXN SMILES: [CH2:1]([CH:2]([CH3:3])[CH3:4])[n:5]1[c:6](=[O:36])[n:7]([CH3:35])[c:8](=[O:34])[c:9]2[c:10]1[n:11][n:12]([CH2:23][c:24]1[cH:25][cH:26][cH:27][c:28]3[cH:29][cH:30][cH:31][cH:32][c:33]13)[c:13]2-[c:14]1[cH:15][c:16]([C:17](=[O:18])[OH:19])[cH:20][cH:21][cH:22]1.[NH3:37].[OH2:38]>>[CH2:1]([CH:2]([CH3:3])[CH3:4])[n:5]1[c:6](=[O:36])[n:7]([CH3:35])[c:8](=[O:34])[c:9]2[c:10]1[n:11][n:12]([CH2:23][c:24]1[cH:25][cH:26][cH:27][c:28]3[cH:29][cH:30][cH:31][cH:32][c:33]13)[c:13]2-[c:14]1[cH:15][c:16]([C:17](=[O:19])[NH2:37])[cH:20][cH:21][cH:22]1.